Dataset: the Open Reaction Database (ORD), a public repository of structured organic reaction records. Task: describe an organic reaction: reactants, conditions, products, and yield The reactants are O=C(CNC(=O)C1=CC2=CC=C(C=C2C=C1)OCCCCCCCCCC)CCCCCC (2-oxooctyl-(6-decyloxy-2-naphthoyl)amine), COC=1C=CC(=CC1)P2(=S)SP(=S)(S2)C=3C=CC(=CC3)OC (Lawesson's reagent), [OH-].[Na+] (sodium hydroxide). Solvent: O1CCCC1 (tetrahydrofuran), ice water. The product is C(CCCCCCCCC)OC=1C=C2C=CC(=CC2=CC1)C=1SC(=CN1)CCCCCC (2-(6-decyloxy-2-naphthyl)-5-hexylthiazole). Isolated yield 52.7%. Reaction SMILES: O=[C:2]([CH2:28][CH2:29][CH2:30][CH2:31][CH2:32][CH3:33])[CH2:3][NH:4][C:5]([C:7]1[CH:16]=[CH:15][C:14]2[C:9](=[CH:10][CH:11]=[C:12]([O:17][CH2:18][CH2:19][CH2:20][CH2:21][CH2:22][CH2:23][CH2:24][CH2:25][CH2:26][CH3:27])[CH:13]=2)[CH:8]=1)=O.COC1C=CC(P2(SP(C3C=CC(OC)=CC=3)(=S)S2)=[S:43])=CC=1.[OH-].[Na+]>O1CCCC1>[CH2:18]([O:17][C:12]1[CH:13]=[C:14]2[C:9](=[CH:10][CH:11]=1)[CH:8]=[C:7]([C:5]1[S:43][C:2]([CH2:28][CH2:29][CH2:30][CH2:31][CH2:32][CH3:33])=[CH:3][N:4]=1)[CH:16]=[CH:15]2)[CH2:19][CH2:20][CH2:21][CH2:22][CH2:23][CH2:24][CH2:25][CH2:26][CH3:27] |f:2.3|. Procedure details: Then, 0.40 g (0.88 mM) of 2-oxooctyl-(6-decyloxy-2-naphthoyl)amine, 0.38 g (0.94 mM) of Lawesson's reagent and 6 ml of tetrahydrofuran were placed in a 30 ml-round-bottomed flask, followed by heat-refluxing for 45 minutes under stirring. After the reaction, the reaction mixture was poured into a solution of 0.27 g of sodium hydroxide in 70 ml of ice water to precipitate a crystal. The crystal was recovered by filtration washed with water and dissolved in toluene, followed by drying with anhydrou... Reactants: CC(C)(C)[Si](C)(C)N1C(=O)C(N=[N+]=[N-])C1CC(=O)CC(=O)OCc1ccccc1, CO, Cl, O. Product: [N-]=[N+]=NC1C(=O)NC1CC(=O)CC(=O)OCc1ccccc1. Reaction SMILES: [C:1]([Si:2]([CH3:3])([CH3:4])[N:6]1[C:7](=[O:27])[CH:8]([N:24]=[N+:25]=[N-:26])[CH:9]1[CH2:10][C:11]([CH2:12][C:13](=[O:14])[O:15][CH2:16][c:17]1[cH:18][cH:19][cH:20][cH:21][cH:22]1)=[O:23])([CH3:5])([CH3:28])[CH3:29].[CH3:31][OH:32].[ClH:30].[OH2:33]>>[NH:6]1[C:7](=[O:27])[CH:8]([N:24]=[N+:25]=[N-:26])[CH:9]1[CH2:10][C:11]([CH2:12][C:13](=[O:14])[O:15][CH2:16][c:17]1[cH:18][cH:19][cH:20][cH:21][cH:22]1)=[O:23]. Reactants: CC=1SC2=NC(=CC=C2N1)C(=C)C1=CC=CC=C1 (2-methyl-5-(1-phenylvinyl)thiazolo[5,4-b]pyridine), CC(C)(C)[O-].[K+] (Potassium 2-methylpropan-2-olate), [I-].C[S+](=O)(C)C (Trimethyl sulfoxonium iodide), [NH4+].[Cl-] (NH4Cl). Run in C1CCOC1 (THF), C(C)(=O)OCC (Ethyl acetate), CS(=O)C (DMSO). Conditions: temperature 60 celsius, time 15 minute. The product is CC=1SC2=NC(=CC=C2N1)C1(CC1)C1=CC=CC=C1 (2-methyl-5-(1-phenylcyclopropyl)thiazolo[5,4-b]pyridine). As a reaction SMILES: [CH3:1]C([O-])(C)C.[K+].[I-].C[S+](C)(C)=O.[CH3:13][C:14]1[S:15][C:16]2[C:21]([N:22]=1)=[CH:20][CH:19]=[C:18]([C:23]([C:25]1[CH:30]=[CH:29][CH:28]=[CH:27][CH:26]=1)=[CH2:24])[N:17]=2.[NH4+].[Cl-]>CS(C)=O.C1COCC1.C(OCC)(=O)C>[CH3:13][C:14]1[S:15][C:16]2[C:21]([N:22]=1)=[CH:20][CH:19]=[C:18]([C:23]1([C:25]3[CH:30]=[CH:29][CH:28]=[CH:27][CH:26]=3)[CH2:1][CH2:24]1)[N:17]=2 |f:0.1,2.3,5.6|. Procedure details: Potassium 2-methylpropan-2-olate (32.3 g, 288 mmol) was almost completely dissolved in 250 mL DMSO under argon in a 1 L 3-necked RBF. Trimethyl sulfoxonium iodide (63.3 g, 288 mmol) was added in 2 portions, separated by 15 min. The reaction mixture became wamm after the addition. After 15 min, the reaction was fitted with a water-cooled reflux condenser and heated to 60° C., and a solution of 2-methyl-5-(1-phenylvinyl)thiazolo[5,4-b]pyridine (41.5 g, 164 mmol) in 125 mL THF was added slowly drop... Reactants: S(O)(O)(=O)=O (sulfuric acid), COC1=C(N)C=CC=C1 (2-methoxyaniline), CN(CCO)CCO (N-methyl-2,2'-iminodiethanol). Conditions: time 15 hour. The product is COC1=C(N)C=CC=C1 (2-methoxyaniline), CN1CCN(CC1)C1=C(C=CC=C1)OC (N-methyl-N'-(2-methoxyphenyl)-piperazine). RXN SMILES: [CH3:1][O:2][C:3]1[CH:9]=[CH:8][CH:7]=[CH:6][C:4]=1[NH2:5].[CH3:10][N:11]([CH2:15][CH2:16]O)[CH2:12][CH2:13]O.S(=O)(=O)(O)O>>[CH3:1][O:2][C:3]1[CH:9]=[CH:8][CH:7]=[CH:6][C:4]=1[NH2:5].[CH3:10][N:11]1[CH2:15][CH2:16][N:5]([C:4]2[CH:6]=[CH:7][CH:8]=[CH:9][C:3]=2[O:2][CH3:1])[CH2:13][CH2:12]1. Reported procedure: Here, 123 g of 2-methoxyaniline, 120 g of N-methyl-2,2'-iminodiethanol and 119 g of sulfuric acid, 100% strength, were employed. After a nitrogen pressure of 2 bar had been applied (final pressure 4.8 bar), the autoclave was kept at 160° C. for 15 h. Again, work-up was carried out as described in Example 1. 52.71 g of unreacted 2-methoxyaniline (bp. 740 to 80° C. at 1.3 to 1.7 mbar; Vigreux column 10 cm) and 52.1 g of N-methyl-N'-(2-methoxyphenyl)-piperazine (bp. 113° to 127° C. at 2.0 to 2.2 mb... The reactants are NC1=C(C(=O)N)C=C(C=C1)N1CCOCC1 (2-amino-5-morpholin-4-yl-benzamide), ClC1=NC=C(C(=N1)Cl)Cl (2,4,5-trichloropyrimidine), C([O-])([O-])=O.[K+].[K+] (potassium carbonate). The solvent is C1CCOC1 (THF), O (water). Reaction conditions: temperature 50 celsius, time 6 day. The product is ClC1=NC=C(C(=N1)NC1=C(C(=O)N)C=C(C=C1)N1CCOCC1)Cl (2-(2,5-dichloro-pyrimidin-4-ylamino)-5-morpholin-4-yl-benzamide). Yield: 54.9%. Reaction SMILES: [NH2:1][C:2]1[CH:10]=[CH:9][C:8]([N:11]2[CH2:16][CH2:15][O:14][CH2:13][CH2:12]2)=[CH:7][C:3]=1[C:4]([NH2:6])=[O:5].[Cl:17][C:18]1[N:23]=[C:22](Cl)[C:21]([Cl:25])=[CH:20][N:19]=1.C(=O)([O-])[O-].[K+].[K+]>C1COCC1.O>[Cl:17][C:18]1[N:23]=[C:22]([NH:1][C:2]2[CH:10]=[CH:9][C:8]([N:11]3[CH2:12][CH2:13][O:14][CH2:15][CH2:16]3)=[CH:7][C:3]=2[C:4]([NH2:6])=[O:5])[C:21]([Cl:25])=[CH:20][N:19]=1 |f:2.3.4|. Procedure: A mixture of 2-amino-5-morpholin-4-yl-benzamide (820.0 mg, 3.71 mmol, Heterocyclic Comm. 2001, 7, 473-480), 2,4,5-trichloropyrimidine (679.8 mg, 3.71 mmol) and potassium carbonate (614.6 mg, 4.45 mol) in THF (10 mL) was stirred at 50° C. for 20 h and at RT for 6 days. The reaction was diluted with water (10 mL) and extracted into EtOAc. The organic layer was washed with NaHCO3, brine and dried by passing through a funnel filled with MgSO4. The filtrate was evaporated and the residue triturated w... Reactants: CS(C)=O, NCC1CCC(F)(F)CC1, CCS(=O)(=O)Nc1ccc(F)c([N+](=O)[O-])c1, NCCO, O. Yields the product CCS(=O)(=O)Nc1ccc(NCC2CCC(F)(F)CC2)c([N+](=O)[O-])c1. Reaction SMILES: [CH3:27][S:28]([CH3:29])=[O:30].[F:17][C:18]1([F:26])[CH2:19][CH2:20][CH:21]([CH2:24][NH2:25])[CH2:22][CH2:23]1.[F:1][c:2]1[c:3]([N+:14](=[O:15])[O-:16])[cH:4][c:5]([NH:8][S:9](=[O:10])(=[O:11])[CH2:12][CH3:13])[cH:6][cH:7]1.[NH2:31][CH2:32][CH2:33][OH:34].[OH2:35]>>[c:2]1([NH:25][CH2:24][CH:21]2[CH2:20][CH2:19][C:18]([F:17])([F:26])[CH2:23][CH2:22]2)[c:3]([N+:14](=[O:15])[O-:16])[cH:4][c:5]([NH:8][S:9](=[O:10])(=[O:11])[CH2:12][CH3:13])[cH:6][cH:7]1. The reactants are O=C([O-])[O-], COc1ccc(CN(c2ncns2)S(=O)(=O)c2ccc(F)c(C#N)c2)c(OC)c1, CS(C)=O, [K+], [K+], CC(C)(C)OC(=O)N1CC(n2nccc2-c2cc(C(F)(F)F)ccc2O)C1. Yields the product COc1ccc(CN(c2ncns2)S(=O)(=O)c2ccc(Oc3ccc(C(F)(F)F)cc3-c3ccnn3C3CN(C(=O)OC(C)(C)C)C3)c(C#N)c2)c(OC)c1. RXN SMILES: [C:28](=[O:29])([O-:30])[O-:31].[C:34](#[N:35])[c:36]1[cH:37][c:38]([S:43](=[O:44])(=[O:45])[N:46]([c:47]2[n:48][cH:49][n:50][s:51]2)[CH2:52][c:53]2[c:54]([O:61][CH3:62])[cH:55][c:56]([O:59][CH3:60])[cH:57][cH:58]2)[cH:39][cH:40][c:41]1[F:42].[CH3:63][S:64]([CH3:65])=[O:66].[K+:32].[K+:33].[OH:1][c:2]1[c:3](-[c:12]2[cH:13][cH:14][n:15][n:16]2[CH:17]2[CH2:18][N:19]([C:21](=[O:22])[O:23][C:24]([CH3:25])([CH3:26])[CH3:27])[CH2:20]2)[cH:4][c:5]([C:8]([F:9])([F:10])[F:11])[cH:6][cH:7]1>>[O:1]([c:2]1[c:3](-[c:12]2[cH:13][cH:14][n:15][n:16]2[CH:17]2[CH2:18][N:19]([C:21](=[O:22])[O:23][C:24]([CH3:25])([CH3:26])[CH3:27])[CH2:20]2)[cH:4][c:5]([C:8]([F:9])([F:10])[F:11])[cH:6][cH:7]1)[c:41]1[c:36]([C:34]#[N:35])[cH:37][c:38]([S:43](=[O:44])(=[O:45])[N:46]([c:47]2[n:48][cH:49][n:50][s:51]2)[CH2:52][c:53]2[c:54]([O:61][CH3:62])[cH:55][c:56]([O:59][CH3:60])[cH:57][cH:58]2)[cH:39][cH:40]1. The reactants are CC(C)(C)[Si](C)(C)Cl, CCN(C(C)C)C(C)C, ClCCl, O=[N+]([O-])c1cc(CO)cc(C(F)(F)F)c1. Product: CC(C)(C)[Si](C)(C)OCc1cc([N+](=O)[O-])cc(C(F)(F)F)c1. RXN SMILES: [C:25]([CH3:26])([CH3:27])([CH3:28])[Si:29]([CH3:30])([CH3:31])[Cl:32].[CH:16]([N:17]([CH2:18][CH3:19])[CH:20]([CH3:21])[CH3:22])([CH3:23])[CH3:24].[Cl:33][CH2:34][Cl:35].[N+:1](=[O:2])([O-:3])[c:4]1[cH:5][c:6]([CH2:14][OH:15])[cH:7][c:8]([C:10]([F:11])([F:12])[F:13])[cH:9]1>>[N+:1](=[O:2])([O-:3])[c:4]1[cH:5][c:6]([CH2:14][O:15][Si:29]([C:25]([CH3:26])([CH3:27])[CH3:28])([CH3:30])[CH3:31])[cH:7][c:8]([C:10]([F:11])([F:12])[F:13])[cH:9]1. Starting materials: C (charcoal), C(C)(=O)OC=CC=C (1-acetoxy-1,3-butadiene), C1(=CC=CC=C1)[SiH](C1=CC=CC=C1)C1=CC=CC=C1 (triphenylsilane), Rh2Cl2 (CO)4. Solvent: C1(=CC=CC=C1)C (toluene). Product: C1(=CC=CC=C1)[Si](C=CCOC(C)=O)(C1=CC=CC=C1)C1=CC=CC=C1 (1,1,1-triphenyl-4-acetoxy-1-sila-2-butene). As a reaction SMILES: [C:1]([O:4][CH:5]=[CH:6][CH:7]=C)(=[O:3])[CH3:2].[C:9]1([SiH:15]([C:22]2[CH:27]=[CH:26][CH:25]=[CH:24][CH:23]=2)[C:16]2[CH:21]=[CH:20][CH:19]=[CH:18][CH:17]=2)[CH:14]=[CH:13][CH:12]=[CH:11][CH:10]=1.C>C1(C)C=CC=CC=1>[C:22]1([Si:15]([C:9]2[CH:10]=[CH:11][CH:12]=[CH:13][CH:14]=2)([C:16]2[CH:21]=[CH:20][CH:19]=[CH:18][CH:17]=2)[CH:7]=[CH:6][CH2:5][O:4][C:1](=[O:3])[CH3:2])[CH:23]=[CH:24][CH:25]=[CH:26][CH:27]=1. Procedure: A solution of 1-acetoxy-1,3-butadiene (0.1 mol), triphenylsilane (0.1 mol), and Rh2Cl2 (CO)4 (194.5 mg, 0.625 mol) in 100 mL of toluene was stirred at room temperature under argon for 3 days. The reaction mixture is treated with decolorizing charcoal, and the mixture boiled briefly. After cooling, the reaction mixture is filtered through Celite. Concentration of the solution will afford the title compound.